This data is from the Open Reaction Database (ORD), a public repository of structured organic reaction records. The task is: describe an organic reaction: reactants, conditions, products, and yield Reactants: C1(=CC=C(C=C1)S(=O)(=O)Cl)C (4-toluenesulphonyl chloride), [N+](=O)([O-])C1=C(C=CC=C1)SN(CCO)CCO (N-(2-nitrophenylsulphenyl)-bis(2-hydroxyethyl)-amine), O (water). Solvent: N1=CC=CC=C1 (pyridine). Run at time 4 hour. Yields the product [N+](=O)([O-])C1=C(C=CC=C1)SN(CCOS(=O)(=O)C1=CC=C(C=C1)C)CCOS(=O)(=O)C1=CC=C(C=C1)C (N-(2-Nitrophenylsulphenyl)-bis[2-(4-toluenesulphonyloxy)ethyl]-amine). Reaction SMILES: [N+:1]([C:4]1[CH:9]=[CH:8][CH:7]=[CH:6][C:5]=1[S:10][N:11]([CH2:15][CH2:16][OH:17])[CH2:12][CH2:13][OH:14])([O-:3])=[O:2].[C:18]1([CH3:28])[CH:23]=[CH:22][C:21]([S:24](Cl)(=[O:26])=[O:25])=[CH:20][CH:19]=1.[OH2:29]>N1C=CC=CC=1>[N+:1]([C:4]1[CH:9]=[CH:8][CH:7]=[CH:6][C:5]=1[S:10][N:11]([CH2:15][CH2:16][O:17][S:24]([C:21]1[CH:22]=[CH:23][C:18]([CH3:28])=[CH:19][CH:20]=1)(=[O:25])=[O:29])[CH2:12][CH2:13][O:14][S:24]([C:21]1[CH:22]=[CH:23][C:18]([CH3:28])=[CH:19][CH:20]=1)(=[O:26])=[O:25])([O-:3])=[O:2]. Reported procedure: 389 g (1.5 mol) of crude N-(2-nitrophenylsulphenyl)-bis(2-hydroxyethyl)-amine are dissolved in 2 l of absolute pyridine, and 580 g (3 mol) of 4-toluenesulphonyl chloride are added at -10° in the course of 20 minutes. The mixture is stirred at -5° to 0° for 4 hours and left to stand at 0° overnight, and 4 l of water are added. Thereafter, the mixture is extracted with 3×1 l of methylene chloride and the extract is washed with 7×1 l of water, dried with sodium sulphate and concentrated. The oily r... The reactants are O=C[C@H](O)[C@@H](O)[C@H](O)[C@H](O)CO (glucose), MnSO4.7H2O, OP(=O)(O)[O-].[K+] (KH2PO4), C([O-])([O-])=O.[Ca+2] (calcium carbonate), OC(=O)CCCC[C@@H]1SC[C@@H]2NC(=O)N[C@H]12 (biotin), CC1=C(SC=[N+]1CC=2C=NC(=NC2N)C)CCO.Cl.[Cl-] (thiamine hydrochloride), S(=O)(=O)([O-])[O-].[NH4+].[NH4+] (ammonium sulfate), C(\C=C\C(=O)O)(=O)O (fumaric acid), MgSO4.7H2O. Run in C(C)(=O)O (acetic acid). Conditions: temperature 30 celsius, time 72 hour. Product: N[C@@H](CC1=CNC2=CC=CC=C12)C(=O)O (L-tryptophan). Reaction SMILES: O=C[C@@H]([C@H]([C@@H]([C@@H](CO)O)O)O)O.S([O-])([O-])(=O)=O.[NH4+].[NH4+].[C:20](O)(=O)/[CH:21]=[CH:22]/[C:23]([OH:25])=[O:24].OP([O-])(O)=O.[K+].CC1[N+:39](CC2C=NC(C)=NC=2N)=CSC=1CCO.Cl.[Cl-].C(=O)([O-])[O-].[Ca+2].OC(CC[CH2:64][CH2:65][C@H:66]1[C@@H:74]2[C@@H:69](N[C:71]([NH:73]2)=O)[CH2:68]S1)=O>C(O)(=O)C>[NH2:39][C@H:22]([C:23]([OH:25])=[O:24])[CH2:21][C:20]1[C:66]2[C:74](=[CH:69][CH:68]=[CH:64][CH:65]=2)[NH:73][CH:71]=1 |f:1.2.3,5.6,7.8.9,10.11|. Reported procedure: Strains of bacteria of Escherichia coli KB 862-pGH5 disclosed in PCT Application No. (WO 94-08031) were inoculated in a culture medium (pH 6.5) comprising 130 g/L of glucose, 25 g/L of ammonium sulfate, 12 g/L of fumaric acid, 3 ml/L of acetic acid, 1 g/L of KH2PO4, 10 mg/L of MnSO4.7H2O, 1 g/L of MgSO4.7H2O, 10 mg/L of a soybean protein hydrolyzate (as nitrogen), 2 mg/L of thiamine hydrochloride, 50 g/L of calcium carbonate and 0.05 mg/L of biotin, and cultured while agitating at 30° C. for 72 ... The reactants are C(CCC)[Li] (n-Butyl-lithium), C(C)(C)NC(C)C (di-isopropylamine), aqueous solution, [Cl-].[NH4+] (ammonium chloride), C[C@@H]1OCCC(C1)=O ((2S)-2-Methyltetrahydropyran-4-one), ClC=1SC=CN1 (2-chlorothiazole). The solvent is C1CCOC1 (THF). Run at temperature -78 celsius, time 1 hour. Product: ClC=1SC(=CN1)[C@@]1(C[C@@H](OCC1)C)O ((2S,4R)-4-(2-chlorothiazol-5-yl)-4-hydroxy-2-methyltetrahydropyran). The yield is 111.3%. As a reaction SMILES: C([Li])CCC.C(NC(C)C)(C)C.[Cl:13][C:14]1[S:15][CH:16]=[CH:17][N:18]=1.[CH3:19][C@H:20]1[CH2:25][C:24](=[O:26])[CH2:23][CH2:22][O:21]1.[Cl-].[NH4+]>C1COCC1>[Cl:13][C:14]1[S:15][C:16]([C@@:24]2([OH:26])[CH2:23][CH2:22][O:21][C@@H:20]([CH3:19])[CH2:25]2)=[CH:17][N:18]=1 |f:4.5|. Procedure details: n-Butyl-lithium (2.5M in hexane, 57.5 ml) was dropwise added during 30 minutes to a solution of di-isopropylamine (19.3 ml) in THF (180 ml) which had been cooled to -78° C. The mixture was stirred at -78° C. for 1 hour. The reaction vessel was shielded from light and 2-chlorothiazole (15.0 g) was added dropwise during 20 minutes, whilst keeping the temperature of the reaction mixture below -70° C. The mixture was stirred at -78° C. for 1.5 hours. (2S)-2-Methyltetrahydropyran-4-one (12.9 g) was a... Reactants: solution, C[Si](C)(C)C=[N+]=[N-] (trimethylsilyldiazomethane), C(#N)C=1C=C(C(=O)O)C=CC1 (3-cyanobenzoic acid). Solvent: CO (methanol), CCCCCC (n-hexane), C1(=CC=CC=C1)C (toluene). Run at time 1.5 hour. The product is C(#N)C=1C=C(C(=O)OC)C=CC1 (Methyl 3-cyanobenzoate). Reaction SMILES: [C:1]([C:3]1[CH:4]=[C:5]([CH:9]=[CH:10][CH:11]=1)[C:6]([OH:8])=[O:7])#[N:2].[CH3:12][Si](C=[N+]=[N-])(C)C>C1(C)C=CC=CC=1.CO.CCCCCC>[C:1]([C:3]1[CH:4]=[C:5]([CH:9]=[CH:10][CH:11]=1)[C:6]([O:8][CH3:12])=[O:7])#[N:2]. Procedure details: 100 mg (0.68 mmol) of 3-cyanobenzoic acid are initially charged in 4 ml of toluene and 3.5 ml of methanol, and 0.51 ml (1.02 mnmol) of a 2 M solution of trimethylsilyldiazomethane in n-hexane is added at RT. The reaction mixture is stirred at RT for 1.5 h. After removal of the solvent on a rotary evaporator the residue is dried under reduced pressure. The product is obtained in pure form and is directly reacted further.